This data is from the Open Reaction Database (ORD), a public repository of structured organic reaction records. The task is: describe an organic reaction: reactants, conditions, products, and yield Reactants: ClC=1C(=C(C=C2C(C(=CN(C12)C1=CC(=C(C=C1)F)OC)C(=O)OCC)=O)F)F (Ethyl 8-chloro-6,7-difluoro-1-(4-fluoro-3-methoxyphenyl)-4-oxo-1,4-dihydroquinoline-3-carboxylate), Br (hydrobromic acid). Run in C(C)(=O)O (acetic acid). Product: ClC=1C(=C(C=C2C(C(=CN(C12)C1=CC(=C(C=C1)F)O)C(=O)O)=O)F)F (8-Chloro-6,7-difluoro-1-(4-fluoro-3-hydroxyphenyl)-4-oxo-1,4-dihydroquinoline-3-carboxylic Acid). The yield is 78.9%. As a reaction SMILES: [Cl:1][C:2]1[C:3]([F:28])=[C:4]([F:27])[CH:5]=[C:6]2[C:11]=1[N:10]([C:12]1[CH:17]=[CH:16][C:15]([F:18])=[C:14]([O:19]C)[CH:13]=1)[CH:9]=[C:8]([C:21]([O:23]CC)=[O:22])[C:7]2=[O:26].Br>C(O)(=O)C>[Cl:1][C:2]1[C:3]([F:28])=[C:4]([F:27])[CH:5]=[C:6]2[C:11]=1[N:10]([C:12]1[CH:17]=[CH:16][C:15]([F:18])=[C:14]([OH:19])[CH:13]=1)[CH:9]=[C:8]([C:21]([OH:23])=[O:22])[C:7]2=[O:26]. Procedure: Ethyl 8-chloro-6,7-difluoro-1-(4-fluoro-3-methoxyphenyl)-4-oxo-1,4-dihydroquinoline-3-carboxylate (2.3 g) was added to a mixed liquid (1:1, v/v; 20 ml) of 47% hydrobromic acid and acetic acid, and the mixture was stirred and heated under reflux for 78 hours. Deposits were collected by filtration and washed with ethanol and diisopropyl ether in that order to obtain the title compound (1.63 g) as a colorless powder. Reactants: NC1=C(C=CC=C1)C1=CC=C(C=C1)OC (2-amino-4'-methoxybiphenyl), C(=S)(Cl)Cl (thiophosgene). Solvent: O1CCOCC1 (dioxane), O (water). Yields the product COC1=CC=C(C=C1)C=1C(=CC=CC1)N=C=S (4'-methoxy-2-biphenylylisothiocyanate). Reaction SMILES: [NH2:1][C:2]1[CH:7]=[CH:6][CH:5]=[CH:4][C:3]=1[C:8]1[CH:13]=[CH:12][C:11]([O:14][CH3:15])=[CH:10][CH:9]=1.[C:16](Cl)(Cl)=[S:17]>O1CCOCC1.O>[CH3:15][O:14][C:11]1[CH:12]=[CH:13][C:8]([C:3]2[C:2]([N:1]=[C:16]=[S:17])=[CH:7][CH:6]=[CH:5][CH:4]=2)=[CH:9][CH:10]=1. Procedure details: Reaction of 2-amino-4'-methoxybiphenyl (10 g) with thiophosgene (8.7 g) in dioxane (25 ml) and water (80 ml) at 0° C. for 3 hours gave 4'-methoxy-2-biphenylylisothiocyanate as a pale yellow oil. Starting materials: [BH4-], CC(c1ccccc1)N1CC(CC=O)(C(=O)OC(C)(C)C)CC1=O, CCOC(C)=O, CO, [Na+], O=C(O)CC(O)(CC(=O)O)C(=O)O. The product is CC(c1ccccc1)N1CC(CCO)(C(=O)OC(C)(C)C)CC1=O. RXN SMILES: [BH4-:1].[C:3]([CH3:4])([CH3:5])([CH3:6])[O:7][C:8](=[O:9])[C:10]1([CH2:24][CH:25]=[O:26])[CH2:11][N:12]([CH:16]([CH3:17])[c:18]2[cH:19][cH:20][cH:21][cH:22][cH:23]2)[C:13](=[O:15])[CH2:14]1.[CH3:40][CH2:41][O:42][C:43](=[O:44])[CH3:45].[CH3:46][OH:47].[Na+:2].[OH:27][C:28]([CH2:29][C:30]([C:31](=[O:32])[OH:33])([CH2:34][C:35](=[O:36])[OH:37])[OH:38])=[O:39]>>[C:3]([CH3:4])([CH3:5])([CH3:6])[O:7][C:8](=[O:9])[C:10]1([CH2:24][CH2:25][OH:26])[CH2:11][N:12]([CH:16]([CH3:17])[c:18]2[cH:19][cH:20][cH:21][cH:22][cH:23]2)[C:13](=[O:15])[CH2:14]1. The reactants are C[C@@H](CCC)OC1=NC(=C2N=C(N(C2=N1)CCCCNC1CCOCC1)OC)N (2-{[(1S)-1-Methylbutyl]oxy}-8-(methyloxy)-9-[4-(tetrahydro-2H-pyran-4-ylamino)butyl]-9H-purin-6-amine), ClCCCCCN1C2=NC(=NC(=C2N=C1OC)N)O[C@H](CCC)C (9-(5-chloropentyl)-2-{[(1S)-1-methylbutyl]oxy}-8-(methyloxy)-9H-purin-6-amine), O1CCC(CC1)CN ((tetrahydro-2H-pyran-4-ylmethyl)amine). Run at temperature 70 celsius. Yields the product C[C@@H](CCC)OC1=NC(=C2N=C(N(C2=N1)CCCCCNCC1CCOCC1)OC)N (2-{[(1S)-1-Methylbutyl]oxy}-8-(methyloxy)-9-{5-[(tetrahydro-2H-pyran-4-ylmethyl)amino]pentyl}-9H-purin-6-amine). Reaction SMILES: C[C@H](OC1N=C2C(N=C(OC)N2CCCCNC2CCOCC2)=C(N)N=1)CCC.Cl[CH2:31][CH2:32][CH2:33][CH2:34][CH2:35][N:36]1[C:44]([O:45][CH3:46])=[N:43][C:42]2[C:37]1=[N:38][C:39]([O:48][C@@H:49]([CH3:53])[CH2:50][CH2:51][CH3:52])=[N:40][C:41]=2[NH2:47].[O:54]1[CH2:59][CH2:58][CH:57]([CH2:60][NH2:61])[CH2:56][CH2:55]1>>[CH3:53][C@H:49]([O:48][C:39]1[N:38]=[C:37]2[C:42]([N:43]=[C:44]([O:45][CH3:46])[N:36]2[CH2:35][CH2:34][CH2:33][CH2:32][CH2:31][NH:61][CH2:60][CH:57]2[CH2:58][CH2:59][O:54][CH2:55][CH2:56]2)=[C:41]([NH2:47])[N:40]=1)[CH2:50][CH2:51][CH3:52]. Procedure: Prepared similarly to Intermediate 36 from 9-(5-chloropentyl)-2-{[(1S)-1-methylbutyl]oxy}-8-(methyloxy)-9H-purin-6-amine and (tetrahydro-2H-pyran-4-ylmethyl)amine but with heating at 70° C. for an additional 20 hours. Reactants: BrCc1ccccc1, O=C([O-])[O-], [Cs+], [Cs+], CN(C)C=O, O, CCOC(=O)c1ccc(O)cc1. Yields the product CCOC(=O)c1ccc(OCc2ccccc2)cc1. RXN SMILES: [Br:1][CH2:2][c:3]1[cH:4][cH:5][cH:6][cH:7][cH:8]1.[C:21](=[O:22])([O-:23])[O-:24].[Cs+:25].[Cs+:26].[O:27]=[CH:28][N:29]([CH3:30])[CH3:31].[OH2:32].[OH:9][c:10]1[cH:11][cH:12][c:13]([C:14](=[O:15])[O:16][CH2:17][CH3:18])[cH:19][cH:20]1>>[CH2:2]([c:3]1[cH:4][cH:5][cH:6][cH:7][cH:8]1)[O:9][c:10]1[cH:11][cH:12][c:13]([C:14](=[O:15])[O:16][CH2:17][CH3:18])[cH:19][cH:20]1. Starting materials: BrC1=CC=C(C=N1)C(=O)N1CCN(CC1)C1=NC=C(C=C1C)C ((6-bromopyridin-3-yl)[4-(3,5-dimethylpyridin-2-yl)piperazin-1-yl]methanone), CC=1C(=NC=C(C1)C)N1CCN(CC1)C(=O)C=1C=CC(=NC1)N1C(N(C(C1(C)C)=O)CC1=CC=C(C=C1)OC)=O (1-{5-[4-(3,5-dimethylpyridin-2-yl)piperazine-1-carbonyl]pyridin-2-yl}-3-(4-methoxybenzyl)-5,5-dimethylimidazolidine-2,4-dione), COC1=CC=C(CN2C(NC(C2=O)(C)C)=O)C=C1 (3-(4-methoxybenzyl)-5,5-dimethylimidazolidine-2,4-dione). Product: CC=1C(=NC=C(C1)C)N1CCN(CC1)C(=O)C=1C=CC(=NC1)N1C(NC(C1(C)C)=O)=O (1-{5-[4-(3,5-dimethylpyridin-2-yl)piperazine-1-carbonyl]pyridin-2-yl}-5,5-dimethylimidazolidine-2,4-dione). Reaction SMILES: BrC1N=CC(C(N2CCN(C3C(C)=CC(C)=CN=3)CC2)=O)=CC=1.COC1C=CC(CN2C(=O)C(C)(C)NC2=O)=CC=1.[CH3:42][C:43]1[C:44]([N:50]2[CH2:55][CH2:54][N:53]([C:56]([C:58]3[CH:59]=[CH:60][C:61]([N:64]4[C:68]([CH3:70])([CH3:69])[C:67](=[O:71])[N:66](CC5C=CC(OC)=CC=5)[C:65]4=[O:81])=[N:62][CH:63]=3)=[O:57])[CH2:52][CH2:51]2)=[N:45][CH:46]=[C:47]([CH3:49])[CH:48]=1>>[CH3:42][C:43]1[C:44]([N:50]2[CH2:51][CH2:52][N:53]([C:56]([C:58]3[CH:59]=[CH:60][C:61]([N:64]4[C:68]([CH3:69])([CH3:70])[C:67](=[O:71])[NH:66][C:65]4=[O:81])=[N:62][CH:63]=3)=[O:57])[CH2:54][CH2:55]2)=[N:45][CH:46]=[C:47]([CH3:49])[CH:48]=1. Procedure details: Using (6-bromopyridin-3-yl)[4-(3,5-dimethylpyridin-2-yl)piperazin-1-yl]methanone (225 mg) described in Preparation Example 127 and 3-(4-methoxybenzyl)-5,5-dimethylimidazolidine-2,4-dione (149 mg) described in Preparation Example 53 and by the reaction and treatment in the same manner as in Example 508, the title compound (120 mg) was obtained via 1-{5-[4-(3,5-dimethylpyridin-2-yl)piperazine-1-carbonyl]pyridin-2-yl}-3-(4-methoxybenzyl)-5,5-dimethylimidazolidine-2,4-dione. The reactants are O=C([O-])[O-], CCOC(=O)C(Cl)(Cl)CCCCCCCCCCCCBr, CN(C)C=O, O=C(Nc1ccc(S)cc1)c1ccc(Cl)cc1, [K+], [K+], O. Product: CCOC(=O)C(Cl)(Cl)CCCCCCCCCCCCSc1ccc(NC(=O)c2ccc(Cl)cc2)cc1. Reaction SMILES: [C:1](=[O:2])([O-:3])[O-:4].[CH2:7]([CH3:8])[O:9][C:10]([C:11]([CH2:12][CH2:13][CH2:14][CH2:15][CH2:16][CH2:17][CH2:18][CH2:19][CH2:20][CH2:21][CH2:22][CH2:23][Br:24])([Cl:25])[Cl:26])=[O:27].[CH3:46][N:47]([CH3:48])[CH:49]=[O:50].[Cl:28][c:29]1[cH:30][cH:31][c:32]([C:33](=[O:34])[NH:35][c:36]2[cH:37][cH:38][c:39]([SH:42])[cH:40][cH:41]2)[cH:43][cH:44]1.[K+:5].[K+:6].[OH2:45]>>[CH2:7]([CH3:8])[O:9][C:10]([C:11]([CH2:12][CH2:13][CH2:14][CH2:15][CH2:16][CH2:17][CH2:18][CH2:19][CH2:20][CH2:21][CH2:22][CH2:23][S:42][c:39]1[cH:38][cH:37][c:36]([NH:35][C:33]([c:32]2[cH:31][cH:30][c:29]([Cl:28])[cH:44][cH:43]2)=[O:34])[cH:41][cH:40]1)([Cl:25])[Cl:26])=[O:27]. Reactants: CNS(=O)(=O)c1ccc(CNC(=O)c2cc(Br)cc3c2cnn3-c2ccc(F)cc2)cc1, CN, CC(C)(C)[O-], Cl, [Na+], C1COCCO1. The product is CNc1cc(C(=O)NCc2ccc(S(=O)(=O)NC)cc2)c2cnn(-c3ccc(F)cc3)c2c1. RXN SMILES: [CH3:1][NH:2][S:3](=[O:4])(=[O:5])[c:6]1[cH:7][cH:8][c:9]([CH2:10][NH:11][C:12](=[O:13])[c:14]2[c:15]3[cH:16][n:17][n:18](-[c:24]4[cH:25][cH:26][c:27]([F:30])[cH:28][cH:29]4)[c:19]3[cH:20][c:21]([Br:23])[cH:22]2)[cH:31][cH:32]1.[CH3:34][NH2:35].[CH3:36][C:37]([CH3:38])([O-:39])[CH3:40].[ClH:33].[Na+:41].[O:42]1[CH2:43][CH2:44][O:45][CH2:46][CH2:47]1>>[CH3:1][NH:2][S:3](=[O:4])(=[O:5])[c:6]1[cH:7][cH:8][c:9]([CH2:10][NH:11][C:12](=[O:13])[c:14]2[c:15]3[cH:16][n:17][n:18](-[c:24]4[cH:25][cH:26][c:27]([F:30])[cH:28][cH:29]4)[c:19]3[cH:20][c:21]([NH:35][CH3:34])[cH:22]2)[cH:31][cH:32]1.